From a dataset of the Open Reaction Database (ORD), a public repository of structured organic reaction records. describe an organic reaction: reactants, conditions, products, and yield Reactants: CN(C=O)C (N,N-dimethylformamide), CNC(=O)N1C(C(N(CC1)S(=O)(=O)C1=CC=C(C=C1)O)C12OCC(CO1)(CO2)C)C (4-(4-Hydroxy-benzenesulfonyl)-2-methyl-3-(4-methyl-2,6,7-trioxa-bicyclo[2.2.2]oct-1-yl)-piperazine-1-carboxylic acid methylamide), C([O-])([O-])=O.[Cs+].[Cs+] (cesium carbonate), BrCC1=C(C=CC(=C1)F)C (2-bromomethyl-4-fluoro-1-methyl-benzene). The solvent is C(C)(=O)OCC (ethyl acetate). Run at temperature 45 celsius, time 16 hour. Yields the product CNC(=O)N1C(C(N(CC1)S(=O)(=O)C1=CC=C(C=C1)OCC1=C(C=CC(=C1)F)C)C12OCC(CO1)(CO2)C)C (4-[4-(5-Fluoro-2-methyl-benzyloxy)-benzenesulfonyl]-2-methyl-3-(4-methyl-2,6,7-trioxa-bicyclo[2.2.2]oct-1-yl)-piperazine-1-carboxylic acid methylamide). Yield: 95.6%. As a reaction SMILES: CN(C)C=O.[CH3:6][NH:7][C:8]([N:10]1[CH2:15][CH2:14][N:13]([S:16]([C:19]2[CH:24]=[CH:23][C:22]([OH:25])=[CH:21][CH:20]=2)(=[O:18])=[O:17])[CH:12]([C:26]23[O:33][CH2:32][C:29]([CH3:34])([CH2:30][O:31]2)[CH2:28][O:27]3)[CH:11]1[CH3:35])=[O:9].C(=O)([O-])[O-].[Cs+].[Cs+].Br[CH2:43][C:44]1[CH:49]=[C:48]([F:50])[CH:47]=[CH:46][C:45]=1[CH3:51]>C(OCC)(=O)C>[CH3:6][NH:7][C:8]([N:10]1[CH2:15][CH2:14][N:13]([S:16]([C:19]2[CH:24]=[CH:23][C:22]([O:25][CH2:43][C:44]3[CH:49]=[C:48]([F:50])[CH:47]=[CH:46][C:45]=3[CH3:51])=[CH:21][CH:20]=2)(=[O:18])=[O:17])[CH:12]([C:26]23[O:33][CH2:32][C:29]([CH3:34])([CH2:28][O:27]2)[CH2:30][O:31]3)[CH:11]1[CH3:35])=[O:9] |f:2.3.4|. Reported procedure: To a N,N-dimethylformamide (1.5 ml) solution of 4-(4-Hydroxy-benzenesulfonyl)-2-methyl-3-(4-methyl-2,6,7-trioxa-bicyclo[2.2.2]oct-1-yl)-piperazine-1-carboxylic acid methylamide (compound of formula XLV, 0.31 g, 0.7 mmol) was added cesium carbonate (0.45 g) and 2-bromomethyl-4-fluoro-1-methyl-benzene (0.214 g, 1.05 mmol). The reaction mixture was stirred at about 45° C. for about 16 hours and then was allowed to cool and was diluted with ethyl acetate and washed with water. The organic layer was ... The reactants are ClC1=CC=C(CNC(=O)C=2C(C3=C(N(C2)C)C(=C(S3)CCl)C)=O)C=C1 (N-(4-chlorobenzyl)-2-(chloromethyl)-3,4-dimethyl-7-oxo-4,7-dihydrothieno[3,2-b]pyridine-6-carboxamide), OCCOC1=CC=C(C=C1)C(CNC)O (1-[4-(2-hydroxyethoxy)phenyl]-2-(methylamino)ethanol), C(C)(C)N(CC)C(C)C (diisopropylethylamine). Solvent: CN(C)C=O (DMF), O (water). Procedure details: A mixture of N-(4-chlorobenzyl)-2-(chloromethyl)-3,4-dimethyl-7-oxo-4,7-dihydrothieno[3,2-b]pyridine-6-carboxamide (100 mg, 0.25 mmol), 1-[4-(2-hydroxyethoxy)phenyl]-2-(methylamino)ethanol (Preparation 83) (70 mg, 0.38 mmol) and diisopropylethylamine (67 μL, 0.38 mmol) in dry DMF (5 mL) was heated to 60° C., becoming a solution. The reaction was stirred for 4 hours at that temperature. After cooling to room temperature, the solution was diluted with water (15 mL). The resulting milky suspension ... Yields the product ClC1=CC=C(CNC(=O)C=2C(C3=C(N(C2)C)C(=C(S3)CN(C)CC(C3=CC=C(C=C3)OCCO)O)C)=O)C=C1 (N-(4-chlorobenzyl)-2-{[{2-hydroxy-2-[4-(2-hydroxyethoxy)phenyl]ethyl}(methyl)amino]methyl}-3,4-dimethyl-7-oxo-4,7-dihydrothieno[3,2-b]pyridine-6-carboxamide). Run at temperature 60 celsius, time 4 hour. Isolated yield 57.5%. RXN SMILES: [Cl:1][C:2]1[CH:25]=[CH:24][C:5]([CH2:6][NH:7][C:8]([C:10]2[C:11](=[O:23])[C:12]3[S:19][C:18]([CH2:20]Cl)=[C:17]([CH3:22])[C:13]=3[N:14]([CH3:16])[CH:15]=2)=[O:9])=[CH:4][CH:3]=1.[OH:26][CH2:27][CH2:28][O:29][C:30]1[CH:35]=[CH:34][C:33]([CH:36]([OH:40])[CH2:37][NH:38][CH3:39])=[CH:32][CH:31]=1.C(N(C(C)C)CC)(C)C>CN(C=O)C.O>[Cl:1][C:2]1[CH:3]=[CH:4][C:5]([CH2:6][NH:7][C:8]([C:10]2[C:11](=[O:23])[C:12]3[S:19][C:18]([CH2:20][N:38]([CH2:37][CH:36]([OH:40])[C:33]4[CH:34]=[CH:35][C:30]([O:29][CH2:28][CH2:27][OH:26])=[CH:31][CH:32]=4)[CH3:39])=[C:17]([CH3:22])[C:13]=3[N:14]([CH3:16])[CH:15]=2)=[O:9])=[CH:24][CH:25]=1. Reactants: O (water), N1C=NC=C1 (imidazole), [Si](C)(C)(C(C)(C)C)Cl (tert-butyldimethylsilyl chloride), FC1=CC=CC(=N1)C(C)O ((+/−)-1-(6-Fluoro-2-pyridinyl)ethanol). Run in C(Cl)Cl (DCM). The product is CC(C)(C)[Si](OC(C)C1=NC(=CC=C1)F)(C)C (2-(1-{[(1,1-Dimethylethyl)(dimethyl)silyl]oxy}ethyl)-6-fluoropyridine). Yield: 86.0%. RXN SMILES: [F:1][C:2]1[N:7]=[C:6]([CH:8]([OH:10])[CH3:9])[CH:5]=[CH:4][CH:3]=1.N1C=CN=C1.[Si:16](Cl)([C:19]([CH3:22])([CH3:21])[CH3:20])([CH3:18])[CH3:17].O>C(Cl)Cl>[CH3:20][C:19]([Si:16]([CH3:18])([CH3:17])[O:10][CH:8]([C:6]1[CH:5]=[CH:4][CH:3]=[C:2]([F:1])[N:7]=1)[CH3:9])([CH3:22])[CH3:21]. Reported procedure: (+/−)-1-(6-Fluoro-2-pyridinyl)ethanol (0.707 g, 5.01 mmol) was dissolved in 50 mL of DCM with stirring, imidazole (0.750 g, 11.0 mmol) and tert-butyldimethylsilyl chloride (0.831 g, 5.51 mmol) were added. The reaction was stirred for 16 h and poured into water. The layers were separated, and the aqueous layer was washed with 1:1 EtOAc/hexanes. The combined organic layers were dried over MgSO4, filtered, and concentrated in vacuo to provide 1.10 g (86%) of the title compound, 1H NMR (400 MHz, DMS... Reactants: Cl.C(CC)C(=O)NC=1C=C(N)C=CC1 (3-(((propyl)carbonyl)amino)aniline hydrochloride), N1(CCCC1)C#N (1-pyrrolidinecarbonitrile). The reagents and catalysts are CN(C1=CC=NC=C1)C (4-dimethylaminopyridine). Solvent: ClC1=CC=CC=C1 (chlorobenzene). The product is Cl.C(CC)C(=O)NC=1C=C(C=CC1)NC(=N)N1CCCC1 (N-(3-(((propyl)carbonyl)amino)phenyl)-1-pyrrolidinecarboximidamide hydrochloride). As a reaction SMILES: [ClH:1].[CH2:2]([C:5]([NH:7][C:8]1[CH:9]=[C:10]([CH:12]=[CH:13][CH:14]=1)[NH2:11])=[O:6])[CH2:3][CH3:4].[N:15]1([C:20]#[N:21])[CH2:19][CH2:18][CH2:17][CH2:16]1>ClC1C=CC=CC=1.CN(C)C1C=CN=CC=1>[ClH:1].[CH2:2]([C:5]([NH:7][C:8]1[CH:9]=[C:10]([NH:11][C:20]([N:15]2[CH2:19][CH2:18][CH2:17][CH2:16]2)=[NH:21])[CH:12]=[CH:13][CH:14]=1)=[O:6])[CH2:3][CH3:4] |f:0.1,5.6|. Procedure details: To a stirred suspension of the product of step (a), 2.3 g, 0.0135 moles. in 35 ml of chlorobenzene was added 4-dimethylaminopyridine. To this was added 1-pyrrolidinecarbonitrile, 1.2 ml, 0.006 moles, and the reaction was heated to reflux for 8 hours. The reaction cooled to room temperature and the solvent was decanted. To the residue was added 25 ml of isopropanol and 150 ml of ethyl acetate. A solid crystallized and was collected by filtration. The above solid was then dried at 80° C. for 24 ho... Reactants: COC=1C(=CC=CC1)NC1CCN(CC1)C(=O)OC(C)(C)C (4-(o-Anisidino)-1-(tert-butoxycarbonyl)piperidine), COC=1C=C(C=C(C1OC)OC)C=1C=C(CCl)C=CC1 (3-(3,4,5-trimethoxyphenyl)benzyl chloride). Yields the product C(C)(C)(C)OC(=O)N1CCC(CC1)N(CC1=CC(=CC=C1)C1=CC(=C(C(=C1)OC)OC)OC)C1=C(C=CC=C1)OC (1-(tert-Butoxycarbonyl)-4-[N-(2-methoxyphenyl)-N-[3-(3,4,5-trimethoxyphenyl)benzyl]amino]piperidine). RXN SMILES: [CH3:1][O:2][C:3]1[C:4]([NH:9][CH:10]2[CH2:15][CH2:14][N:13]([C:16]([O:18][C:19]([CH3:22])([CH3:21])[CH3:20])=[O:17])[CH2:12][CH2:11]2)=[CH:5][CH:6]=[CH:7][CH:8]=1.[CH3:23][O:24][C:25]1[CH:26]=[C:27]([C:35]2[CH:36]=[C:37]([CH:40]=[CH:41][CH:42]=2)[CH2:38]Cl)[CH:28]=[C:29]([O:33][CH3:34])[C:30]=1[O:31][CH3:32]>>[C:19]([O:18][C:16]([N:13]1[CH2:14][CH2:15][CH:10]([N:9]([C:4]2[CH:5]=[CH:6][CH:7]=[CH:8][C:3]=2[O:2][CH3:1])[CH2:38][C:37]2[CH:40]=[CH:41][CH:42]=[C:35]([C:27]3[CH:28]=[C:29]([O:33][CH3:34])[C:30]([O:31][CH3:32])=[C:25]([O:24][CH3:23])[CH:26]=3)[CH:36]=2)[CH2:11][CH2:12]1)=[O:17])([CH3:22])([CH3:21])[CH3:20]. Reported procedure: 4-(o-Anisidino)-1-(tert-butoxycarbonyl)piperidine (613 mg) and 3-(3,4,5-trimethoxyphenyl)benzyl chloride (586 mg) was treated in the same manner as described in Example 9 to give light yellow amorphous of the title compound. The reactants are COC(=O)C1=C(N=C(S1)N1C=NC2=C1C=C(C(=C2)OC)OC)Br (4-bromo-2-(5,6-dimethoxy-benzoimidazol-1-yl)-thiazole-5-carboxylic acid methyl ester), FC=1C=C(C=CC1F)B(O)O (3,4-difluorophenylboronic acid). Product: FC=1C=C(C=CC1F)C=1N=C(SC1C(=O)O)N1C=NC2=C1C=C(C(=C2)OC)OC (4-(3,4-Difluoro-phenyl)-2-(5,6-dimethoxy-benzoimidazol-1-yl)-thiazole-5-carboxylic acid). The yield is 20.8%. Reaction SMILES: C[O:2][C:3]([C:5]1[S:9][C:8]([N:10]2[C:14]3[CH:15]=[C:16]([O:21][CH3:22])[C:17]([O:19][CH3:20])=[CH:18][C:13]=3[N:12]=[CH:11]2)=[N:7][C:6]=1Br)=[O:4].[F:24][C:25]1[CH:26]=[C:27](B(O)O)[CH:28]=[CH:29][C:30]=1[F:31]>>[F:24][C:25]1[CH:26]=[C:27]([C:6]2[N:7]=[C:8]([N:10]3[C:14]4[CH:15]=[C:16]([O:21][CH3:22])[C:17]([O:19][CH3:20])=[CH:18][C:13]=4[N:12]=[CH:11]3)[S:9][C:5]=2[C:3]([OH:2])=[O:4])[CH:28]=[CH:29][C:30]=1[F:31]. Reported procedure: In a similar manner as described for Example 26, 4-bromo-2-(5,6-dimethoxy-benzoimidazol-1-yl)-thiazole-5-carboxylic acid methyl ester (40 mg, 0.1 mmol) and 3,4-difluorophenylboronic acid (23.7 mg, 0.15 mmol) gave 4-(3,4-Difluoro-phenyl)-2-(5,6-dimethoxy-benzoimidazol-1-yl)-thiazole-5-carboxylic acid (8.7 mg, 21%) as a white solid. 1H NMR (400 MHz, DMSO-d6) δ ppm 8.81 (s, 1 H); 8.22-8.32 (m, 1 H); 7.88-8.00 (m, 1 H); 7.80 (s, 1 H); 7.55 (dt, 1 H); 7.39 (s, 1 H); 3.88 (s, 3 H), 3.85 (s, 3 H). MS 4... The reactants are C(CCCCCC)(=O)Cl (heptanoyl chloride), BrC1=CC=C(C=C1)O (4-bromophenol), O (Water). The solvent is N1=CC=CC=C1 (pyridine). Reaction conditions: time 2 hour. Product: C(CCCCCC)(=O)OC1=CC=C(C=C1)Br (4-bromophenyl heptanoate). As a reaction SMILES: [Br:1][C:2]1[CH:7]=[CH:6][C:5]([OH:8])=[CH:4][CH:3]=1.[C:9](Cl)(=[O:16])[CH2:10][CH2:11][CH2:12][CH2:13][CH2:14][CH3:15].O>N1C=CC=CC=1>[C:9]([O:8][C:5]1[CH:6]=[CH:7][C:2]([Br:1])=[CH:3][CH:4]=1)(=[O:16])[CH2:10][CH2:11][CH2:12][CH2:13][CH2:14][CH3:15]. Reported procedure: A solution of 4-bromophenol (20 g) in dry pyridine (75 ml) was cooled to 0° C. and heptanoyl chloride (18.79 ml) was added dropwise. The mixture was stirred at room temperature for 21/2 hours. Water (10 ml) was added to dissolve the precipitate and the mixture then evaporated under reduced pressure. The residue was dissolved in diethyl ether, washed with water, hydrochloric acid, water, aqueous saturated sodium hydrogen carbonate, water, dried and evaporated under reduced pressure to give 4-brom...